This data is from the Open Reaction Database (ORD), a public repository of structured organic reaction records. The task is: describe an organic reaction: reactants, conditions, products, and yield Product: COC(=O)c1c(N)cc(F)c(F)c1F. As a reaction SMILES: [F:1][c:2]1[c:3]([C:4](=[O:5])[O:6][CH3:7])[c:8]([F:14])[cH:9][c:10]([F:13])[c:11]1[F:12].[NH2:15][CH2:16][c:17]1[cH:18][cH:19][cH:20][cH:21][cH:22]1.[cH:23]1[cH:24][cH:25][cH:26][cH:27][cH:28]1>>[F:1][c:2]1[c:3]([C:4](=[O:5])[O:6][CH3:7])[c:8]([NH2:15])[cH:9][c:10]([F:13])[c:11]1[F:12]. Reactants: COC(=O)c1c(F)cc(F)c(F)c1F, NCc1ccccc1, c1ccccc1. The reactants are [OH-].[Na+] (NaOH), CC(CCCCCC)OS(=O)(=O)C1=CC=C(C=C1)C (p-toluenesulfonic acid 1-methyl-heptyl ester), C=1(O)C(=CC(O)=CC1)C1=CC=CC=C1COCC1=CC=CC=C1C=1C(O)=CC=C(C1)O (Hydroquinone monobenzyl ether). Run in C(C)O (ethanol). The product is C(C1=CC=CC=C1)OC1=CC=C(C=C1)OC(CCCCCC)C (p-(1-methyl-heptyloxy)-phenol benzyl ether). Yield: 97.3%. Reaction SMILES: C1(C(C2[C:14]([CH2:15][O:16][CH2:17][C:18]3[C:23](C4C(=CC=C(O)C=4)O)=[CH:22][CH:21]=[CH:20][CH:19]=3)=[CH:13][CH:12]=[CH:11][CH:10]=2)=CC(=CC=1)O)O.[OH-].[Na+].[CH3:34][CH:35]([O:42]S(C1C=CC(C)=CC=1)(=O)=O)[CH2:36][CH2:37][CH2:38][CH2:39][CH2:40][CH3:41]>C(O)C>[CH2:17]([O:16][C:15]1[CH:10]=[CH:11][C:12]([O:42][CH:35]([CH3:34])[CH2:36][CH2:37][CH2:38][CH2:39][CH2:40][CH3:41])=[CH:13][CH:14]=1)[C:18]1[CH:19]=[CH:20][CH:21]=[CH:22][CH:23]=1 |f:1.2|. Reported procedure: Hydroquinone monobenzyl ether (50 g, 0.25 mol) was added to ethanol (250 ml), followed by adding to the solution, NaOH (12 g, 0.30 mol) and optically active p-toluenesulfonic acid 1-methyl-heptyl ester (78 g, 0.274 mol) prepared in Example 1 with stirring, refluxing the mixture for about 10 hours, distilling off ethanol, adding 6N-HCl (250 ml) and toluene (500 ml) to carry out extraction with toluene, washing the toluene layer with 2N-NaOH aqueous solution, then with water till the washing water... As a reaction SMILES: [C:1]([NH:9][C:10]1[CH:15]=[C:14]([Cl:16])[C:13]([NH:17][C:18](=[O:39])[CH:19]([O:22][C:23]2[CH:28]=[CH:27][C:26]([C:29]([CH2:32][CH3:33])([CH3:31])[CH3:30])=[CH:25][C:24]=2[C:34]([CH2:37][CH3:38])([CH3:36])[CH3:35])[CH2:20][CH3:21])=[CH:12][C:11]=1[OH:40])(=[O:8])[C:2]1[CH:7]=[CH:6][CH:5]=[CH:4][CH:3]=1.[N:41]([O-:43])=[O:42].[Na+]>C(O)(=O)C.CN(C)C=O.O>[N+:41]([C:12]1[C:13]([NH:17][C:18](=[O:39])[CH:19]([O:22][C:23]2[CH:28]=[CH:27][C:26]([C:29]([CH2:32][CH3:33])([CH3:31])[CH3:30])=[CH:25][C:24]=2[C:34]([CH2:37][CH3:38])([CH3:36])[CH3:35])[CH2:20][CH3:21])=[C:14]([Cl:16])[CH:15]=[C:10]([NH:9][C:1](=[O:8])[C:2]2[CH:3]=[CH:4][CH:5]=[CH:6][CH:7]=2)[C:11]=1[OH:40])([O-:43])=[O:42] |f:1.2|. Solvent: C(C)(=O)O (acetic acid), CN(C=O)C (dimethylformamide), O (water). Product: [N+](=O)([O-])C1=C(C(=CC(=C1NC(C(CC)OC1=C(C=C(C=C1)C(C)(C)CC)C(C)(C)CC)=O)Cl)NC(C1=CC=CC=C1)=O)O (2-nitro-3-{2-(2,4-di-t-amylphenoxy)butanamido}-4-chloro-6-benzamidophenol). Reported procedure: In 100 ml of acetic acid and 100 ml of dimethylformamide was dissolved 20 g (35×10-3 mole) of 2-benzamido-4-chloro-5-{2-(2,4-di-t-amylphenoxy)butanamido}phenol. To the solution was added dropwise slowly a solution of 2.7 g of sodium nitrite dissolved in 5 ml of a distilled water at room temperature, and then the mixture was stirred for 2 hours. The reaction mixture was poured into ice-cold water, and precipitated yellow solids were collected by filtration and washed with water. Yield: 21 g. Run at time 2 hour. Starting materials: C(C1=CC=CC=C1)(=O)NC1=C(C=C(C(=C1)Cl)NC(C(CC)OC1=C(C=C(C=C1)C(C)(C)CC)C(C)(C)CC)=O)O (2-benzamido-4-chloro-5-{2-(2,4-di-t-amylphenoxy)butanamido}phenol), N(=O)[O-].[Na+] (sodium nitrite). The reactants are NC1=C(OCC(CN(C)C)O)C=CC(=C1)[N+](=O)[O-] (1-(2'-amino-4'-nitrophenoxy)-3-dimethylaminopropan-2-ol). Reagents/catalysts: [Pd] (palladium-on-charcoal). The product is C(C)(=O)NC1=C(OCC(CN(C)C)O)C=CC(=C1)NC(C)=O (1-(2',4'-diacetylaminophenoxy)-3-dimethylaminopropan-2-ol). RXN SMILES: [NH2:1][C:2]1[CH:15]=[C:14]([N+:16]([O-])=O)[CH:13]=[CH:12][C:3]=1[O:4][CH2:5][CH:6]([OH:11])[CH2:7][N:8]([CH3:10])[CH3:9]>[Pd]>[C:3]([NH:1][C:2]1[CH:15]=[C:14]([NH:16][C:6](=[O:11])[CH3:5])[CH:13]=[CH:12][C:3]=1[O:4][CH2:5][CH:6]([OH:11])[CH2:7][N:8]([CH3:10])[CH3:9])(=[O:4])[CH3:2]. Procedure: Under the conditions described in the second step of Example 10, an alcoholic solution of 0.1 mol (25.5 g) of 1-(2'-amino-4'-nitrophenoxy)-3-dimethylaminopropan-2-ol is subjected to catalytic hydrogenation in the presence of palladium-on-charcoal. The catalyst is removed by filtration, the solvent is driven off in vacuo, the oily residue is taken up in 200 ml of ethyl acetate, and 17 ml of acetic anhydride are added gradually thereto. The expected diacetylated derivative precipitates in the form... The reactants are CN1CC[C@]23C4=C5C=CC(=C4O[C@H]2C(=CC=C3[C@H]1C5)OC)OC (thebaine), OO (hydrogen peroxide), C(C(=O)O)(=O)O (oxalic acid), CN1CC[C@]23C4=C5C=CC(=C4O[C@H]2C(=O)CC[C@]3([C@H]1C5)O)OC (oxycodone), 14-hydroxy-codeinone oxalate. The product is CN1CC[C@]23C4C(=O)C=C[C@]2([C@H]1CC5=C3C(=C(C=C5)OC)O4)O (14-hydroxycodeinone). RXN SMILES: [CH3:1][N:2]1[C@@H:19]2[CH2:20][C:7]3[CH:8]=[CH:9][C:10]([O:22][CH3:23])=[C:11]4[O:12][C@H:13]5[C:14]([CH2:16][CH2:17][C@:18]2([OH:21])[C@:5]5([C:6]=34)[CH2:4][CH2:3]1)=[O:15].CN1[C@@H]2CC3C=CC(OC)=C4O[C@H]5C(OC)=CC=C2[C@]5(C=34)CC1.OO.C(O)(=O)C(O)=O>>[CH3:1][N:2]1[C@@H:19]2[CH2:20][C:7]3[CH:8]=[CH:9][C:10]([O:22][CH3:23])=[C:11]4[O:12][CH:13]5[C:14]([CH:16]=[CH:17][C@:18]2([OH:21])[C@:5]5([C:6]=34)[CH2:4][CH2:3]1)=[O:15]. Reported procedure: EP 1 658 293 B (Zentiva, A.S.) discloses a method of preparation of oxycodone by reaction of thebaine with hydrogen peroxide or peroxoacids in the presence of oxalic acid and of another organic acid. To the resulting crystalline precipitate of 14-hydroxy-codeinone oxalate is added a base to form 14-hydroxycodeinone, which is hydrogenated with hydrogen in the presence of a catalyst to yield oxycodone.